This data is from the Open Reaction Database (ORD), a public repository of structured organic reaction records. The task is: describe an organic reaction: reactants, conditions, products, and yield The reactants are OC1=C(C=C(C=C1)C(=O)N1CCCC1)C(C)=O (1-[2-Hydroxy-5-(pyrrolidine-1-carbonyl)-phenyl]-ethanone), COC(C1=CC(=C(C=C1)N)C=O)=O (4-Amino-3-formyl-benzoic acid methyl ester), [OH-].[K+].C(C)O (KOH ethanol). The solvent is C(C)O (ethanol). The product is OC1=C(C=C(C=C1)C(=O)N1CCCC1)C1=NC2=CC=C(C=C2C=C1)C(=O)O (2-[2-Hydroxy-5-(pyrrolidine-1-carbonyl)-phenyl]-quinoline-6-carboxylic acid). Reaction SMILES: [OH:1][C:2]1[CH:7]=[CH:6][C:5]([C:8]([N:10]2[CH2:14][CH2:13][CH2:12][CH2:11]2)=[O:9])=[CH:4][C:3]=1[C:15](=O)[CH3:16].C[O:19][C:20](=[O:30])[C:21]1[CH:26]=[CH:25][C:24]([NH2:27])=[C:23]([CH:28]=O)[CH:22]=1.[OH-].[K+].C(O)C>C(O)C>[OH:1][C:2]1[CH:7]=[CH:6][C:5]([C:8]([N:10]2[CH2:14][CH2:13][CH2:12][CH2:11]2)=[O:9])=[CH:4][C:3]=1[C:15]1[CH:16]=[CH:28][C:23]2[C:24](=[CH:25][CH:26]=[C:21]([C:20]([OH:30])=[O:19])[CH:22]=2)[N:27]=1 |f:2.3.4|. Procedure details: Compound 18 (410 mg, 1.75 mmol) and Compound 7 (315 mg, 1.75 mmol) were dissolved in 30 mL of ethanol, 2.45 mL of a 10% KOH/ethanol solution was added and the mixture was refluxed overnight under argon. The ethanol was evaporated, the residue dissolved in water, and acidified with 3 mL of 1M HCl. The formed gel was solidified by addition of 30 mL of ethyl acetate and 30 mL of a saturated NaCl solution. The solid was filtered, awashed with water, and dried. Yield 302 mg (48%) Compound 19.